Dataset: the Open Reaction Database (ORD), a public repository of structured organic reaction records. Task: describe an organic reaction: reactants, conditions, products, and yield Starting materials: NC=1C=NC2=CC(=CC=C2C1NCC(C)(O)C)OCC1=CC=CC=C1 (1-{[3-Amino-7-(benzyloxy)quinolin-4-yl]amino}-2-methylpropan-2-ol), C(C1=CC=CC=C1)OC=1C=CC=2C3=C(C=NC2C1)N=C(N3CC(C)(O)C)COCC ((7-benzyloxy-2-ethoxymethyl-1H-imidazo[4,5-c]quinolin-1-yl)-2-methylpropan-2-ol), C(C)OCC(=O)Cl (ethoxyacetyl chloride), C(C)(=O)OCC(=O)Cl (acetoxyacetyl chloride). Yields the product NC1=NC=2C=C(C=CC2C2=C1N=C(N2CC(C)(O)C)COCC)OCC2=CC=CC=C2 ((4-amino-7-benzyloxy-2-ethoxymethyl-1H-imidazo[4,5-c]quinolin-1-yl)-2-methylpropan-2-ol). Reaction SMILES: [NH2:1]C1C=NC2C(C=1NCC(C)(O)C)=CC=C(OCC1C=CC=CC=1)C=2.C(OCC(Cl)=O)C.C(OCC(Cl)=O)(=O)C.[CH2:41]([O:48][C:49]1[CH:50]=[CH:51][C:52]2[C:53]3[N:61]([CH2:62][C:63]([CH3:66])([OH:65])[CH3:64])[C:60]([CH2:67][O:68][CH2:69][CH3:70])=[N:59][C:54]=3[CH:55]=[N:56][C:57]=2[CH:58]=1)[C:42]1[CH:47]=[CH:46][CH:45]=[CH:44][CH:43]=1>>[NH2:1][C:55]1[C:54]2[N:59]=[C:60]([CH2:67][O:68][CH2:69][CH3:70])[N:61]([CH2:62][C:63]([CH3:64])([OH:65])[CH3:66])[C:53]=2[C:52]2[CH:51]=[CH:50][C:49]([O:48][CH2:41][C:42]3[CH:47]=[CH:46][CH:45]=[CH:44][CH:43]=3)=[CH:58][C:57]=2[N:56]=1. Procedure: 1-{[3-Amino-7-(benzyloxy)quinolin-4-yl]amino}-2-methylpropan-2-ol, prepared as described in Parts A and B of Example 54, was treated according to the general methods described in Parts C and D of Example 54 with ethoxyacetyl chloride used in lieu of acetoxyacetyl chloride in Part C. The product, (7-benzyloxy-2-ethoxymethyl-1H-imidazo[4,5-c]quinolin-1-yl)-2-methylpropan-2-ol, was treated according to the general methods of Parts F and G of Example 54 to provide (4-amino-7-benzyloxy-2-ethoxymethyl... The reactants are BrC1=CC(=CC=C1)CC (1-bromo-3-ethylbenzene), CN(C)C=O (DMF). Reagents/catalysts: [C-]#N.[Zn+2].[C-]#N (zinc cyanide), C=1C=CC(=CC1)[P](C=2C=CC=CC2)(C=3C=CC=CC3)[Pd]([P](C=4C=CC=CC4)(C=5C=CC=CC5)C=6C=CC=CC6)([P](C=7C=CC=CC7)(C=8C=CC=CC8)C=9C=CC=CC9)[P](C=1C=CC=CC1)(C=1C=CC=CC1)C=1C=CC=CC1 (tetrakis(triphenylphosphine)palladium(0)). Run in C(C)(=O)OCC (ethyl acetate). Conditions: temperature 80 celsius, time 8 hour. Product: C(#N)C1=CC(=CC=C1)CC (1-Cyano-3-ethylbenzene). As a reaction SMILES: Br[C:2]1[CH:7]=[CH:6][CH:5]=[C:4]([CH2:8][CH3:9])[CH:3]=1.[CH3:10][N:11](C=O)C>C(OCC)(=O)C.[C-]#N.[Zn+2].[C-]#N.C1C=CC([P]([Pd]([P](C2C=CC=CC=2)(C2C=CC=CC=2)C2C=CC=CC=2)([P](C2C=CC=CC=2)(C2C=CC=CC=2)C2C=CC=CC=2)[P](C2C=CC=CC=2)(C2C=CC=CC=2)C2C=CC=CC=2)(C2C=CC=CC=2)C2C=CC=CC=2)=CC=1>[C:10]([C:2]1[CH:7]=[CH:6][CH:5]=[C:4]([CH2:8][CH3:9])[CH:3]=1)#[N:11] |f:3.4.5,^1:29,31,50,69|. Procedure: Argon was bubbled into a solution of 1-bromo-3-ethylbenzene (2.5 g, 13.5 mmol) in DMF (37 ml) for 10 min. and then zinc cyanide (1.75 g, 14.9 mmol) and tetrakis(triphenylphosphine)palladium(0) (1.56 g, 1.35 mmol) were added. After stirring at 80° C. overnight the reaction mixture was diluted with ethyl acetate (35 ml) then filtered through celite to remove the precipitate. The filtrate was washed with water (3×), saturated brine, dried over anhydrous sodium sulfate, filtered and concentrated. Th... Starting materials: BrC(CCC(=O)N1[C@H](C(=O)O)CCC1)C(C1=CC=CC=C1)=O (1-(4-Bromo-4-benzoylbutyryl)-L-proline), C(C)(=S)[O-].[K+] (potassium thioacetate). Run in C(C)O (ethanol). Reaction conditions: time 18 hour. Product: C(C)(=O)SC(CCC(=O)N1[C@H](C(=O)O)CCC1)C(C1=CC=CC=C1)=O (1-(4-Acetylthio-4-benzoylbutyryl)-L-proline). Reaction SMILES: Br[CH:2]([C:15](=[O:22])[C:16]1[CH:21]=[CH:20][CH:19]=[CH:18][CH:17]=1)[CH2:3][CH2:4][C:5]([N:7]1[CH2:14][CH2:13][CH2:12][C@H:8]1[C:9]([OH:11])=[O:10])=[O:6].[C:23]([O-:26])(=[S:25])[CH3:24].[K+]>C(O)C>[C:23]([S:25][CH:2]([C:15](=[O:22])[C:16]1[CH:21]=[CH:20][CH:19]=[CH:18][CH:17]=1)[CH2:3][CH2:4][C:5]([N:7]1[CH2:14][CH2:13][CH2:12][C@H:8]1[C:9]([OH:11])=[O:10])=[O:6])(=[O:26])[CH3:24] |f:1.2|. Reported procedure: To a solution of 2.0 g. of 1-(4-bromo-4-benzoylbutyryl)-L-proline (Example 42) in 20 ml. of ethanol is added 752 mg. of potassium thioacetate. The mixture is stirred at room temperature for 18 hours, evaporated to dryness and the residue is partitioned between dichloromethane and water. The dichloromethane layer is separated, washed with saline, dried over magnesium sulfate, treated with charcoal and evaporated to a gum. This gum is dissolved in ethyl acetate-hexane-acetic acid (75:25:2) and chr... The reactants are CC(C)(C)c1ccc(S(=O)(=O)N(CC(=O)O)c2ccccc2C(N)=O)cc1, Cc1cccc(CNC2CC2)c1. Yields the product Cc1cccc(CN(C(=O)CN(c2ccccc2C(N)=O)S(=O)(=O)c2ccc(C(C)(C)C)cc2)C2CC2)c1. Reaction SMILES: [C:1]([CH3:2])([CH3:3])([CH3:4])[c:5]1[cH:6][cH:7][c:8]([S:11](=[O:12])(=[O:13])[N:14]([c:15]2[c:16]([C:21]([NH2:22])=[O:23])[cH:17][cH:18][cH:19][cH:20]2)[CH2:24][C:25](=[O:26])[OH:27])[cH:9][cH:10]1.[CH:28]1([NH:31][CH2:32][c:33]2[cH:34][c:35]([CH3:39])[cH:36][cH:37][cH:38]2)[CH2:29][CH2:30]1>>[C:1]([CH3:2])([CH3:3])([CH3:4])[c:5]1[cH:6][cH:7][c:8]([S:11](=[O:12])(=[O:13])[N:14]([c:15]2[c:16]([C:21]([NH2:22])=[O:23])[cH:17][cH:18][cH:19][cH:20]2)[CH2:24][C:25](=[O:27])[N:31]([CH:28]2[CH2:29][CH2:30]2)[CH2:32][c:33]2[cH:34][c:35]([CH3:39])[cH:36][cH:37][cH:38]2)[cH:9][cH:10]1. The reactants are [OH-] (hydroxide), FC(C=1C=C(CBr)C=CC1)(F)F (3-trifluoromethylbenzyl bromide), NC=1C2=CC=CC=C2N=C2CCCC(C12)=O (9-amino-3,4-dihydroacridin-1(2H)-one). Reagents/catalysts: S(=O)(=O)(O)[O-].C(CCC)[N+](CCCC)(CCCC)CCCC (tetrabutylammonium hydrogen sulfate). Solvent: C1(=CC=CC=C1)C (toluene), C1(=CC=CC=C1)C (toluene). Conditions: time 1 hour. Product: FC(C=1C=C(CNC=2C3=CC=CC=C3N=C3CCCC(C23)=O)C=CC1)(F)F (3,4-Dihydro-9-(3-trifluoromethylbenzylamino)acridin-1(2H)-one). The yield is 42.0%. As a reaction SMILES: [OH-].[NH2:2][C:3]1[C:4]2[C:9]([N:10]=[C:11]3[C:16]=1[C:15](=[O:17])[CH2:14][CH2:13][CH2:12]3)=[CH:8][CH:7]=[CH:6][CH:5]=2.[F:18][C:19]([F:29])([F:28])[C:20]1[CH:21]=[C:22]([CH:25]=[CH:26][CH:27]=1)[CH2:23]Br>C1(C)C=CC=CC=1.S([O-])(O)(=O)=O.C([N+](CCCC)(CCCC)CCCC)CCC>[F:18][C:19]([F:28])([F:29])[C:20]1[CH:21]=[C:22]([CH:25]=[CH:26][CH:27]=1)[CH2:23][NH:2][C:3]1[C:4]2[C:9]([N:10]=[C:11]3[C:16]=1[C:15](=[O:17])[CH2:14][CH2:13][CH2:12]3)=[CH:8][CH:7]=[CH:6][CH:5]=2 |f:4.5|. Reported procedure: In 150 ml of toluene and 700 of 30% potassisum hydroxide were combined 3.00 g of 9-amino-3,4-dihydroacridin-1(2H)-one and 0.72 g of tetrabutylammonium hydrogen sulfate. The reaction was mechanically stirred and heated with a steam bath. To it was added dropwise a solution of 13.5 g 3-trifluoromethylbenzyl bromide in 30 ml of toluene over 1 hour. After the addition, heating was continued 1 hour during which the reaction went to completion. The organic phase was separated, washed with ice-cold sat... Reactants: BrC1=CC2=C(C3=NC(=CN3CCO2)C2=NC(=NN2C(C)C)N)C=C1 (5-(8-Bromo-4,5-dihydro-6-oxa-1,3a-diaza-benzo[e]azulen-2-yl)-1-isopropyl-1H-[1,2,4]triazol-3-ylamine), C([O-])([O-])=O.[K+].[K+] (potassium carbonate), C(C)#N (acetonitrile), O (water), CC1(OB(OC1(C)C)C=1C=NN(C1)CCOC(C)=O)C (Acetic acid 2-[4-(4,4,5,5-tetramethyl-[1,3,2]dioxaborolan-2-yl)-pyrazol-1-yl]-ethyl ester). Reagents/catalysts: C=1C=CC(=CC1)[P](C=2C=CC=CC2)(C=3C=CC=CC3)[Pd]([P](C=4C=CC=CC4)(C=5C=CC=CC5)C=6C=CC=CC6)([P](C=7C=CC=CC7)(C=8C=CC=CC8)C=9C=CC=CC9)[P](C=1C=CC=CC1)(C=1C=CC=CC1)C=1C=CC=CC1 (Tetrakis(triphenylphosphine)palladium(0)). The solvent is C(Cl)Cl (methylene chloride). Conditions: temperature 140 celsius. Product: NC1=NN(C(=N1)C=1N=C2N(CCOC3=C2C=CC(=C3)C=3C=NN(C3)CCO)C1)C(C)C (2-(4-(2-(3-amino-1-isopropyl-1H-1,2,4-triazol-5-yl)-5,6-dihydrobenzo[f]imidazo[1,2-d][1,4]oxazepin-9-yl)-1H-pyrazol-1-yl)ethanol). Yield: 17.8%. As a reaction SMILES: Br[C:2]1[CH:24]=[CH:23][C:5]2[C:6]3[N:10]([CH2:11][CH2:12][O:13][C:4]=2[CH:3]=1)[CH:9]=[C:8]([C:14]1[N:18]([CH:19]([CH3:21])[CH3:20])[N:17]=[C:16]([NH2:22])[N:15]=1)[N:7]=3.C(=O)([O-])[O-].[K+].[K+].C(#N)C.O.CC1(C)C(C)(C)OB([C:43]2[CH:44]=[N:45][N:46]([CH2:48][CH2:49][O:50]C(=O)C)[CH:47]=2)O1>C(Cl)Cl.C1C=CC([P]([Pd]([P](C2C=CC=CC=2)(C2C=CC=CC=2)C2C=CC=CC=2)([P](C2C=CC=CC=2)(C2C=CC=CC=2)C2C=CC=CC=2)[P](C2C=CC=CC=2)(C2C=CC=CC=2)C2C=CC=CC=2)(C2C=CC=CC=2)C2C=CC=CC=2)=CC=1>[NH2:22][C:16]1[N:15]=[C:14]([C:8]2[N:7]=[C:6]3[C:5]4[CH:23]=[CH:24][C:2]([C:43]5[CH:44]=[N:45][N:46]([CH2:48][CH2:49][OH:50])[CH:47]=5)=[CH:3][C:4]=4[O:13][CH2:12][CH2:11][N:10]3[CH:9]=2)[N:18]([CH:19]([CH3:21])[CH3:20])[N:17]=1 |f:1.2.3,^1:61,63,82,101|. Procedure: To a microwave vial was added 5-(8-Bromo-4,5-dihydro-6-oxa-1,3a-diaza-benzo[e]azulen-2-yl)-1-isopropyl-1H-[1,2,4]triazol-3-ylamine (0.180 g, 0.000462 mol) and potassium carbonate (0.1917 g, 0.001387 mol) in acetonitrile (2.0 mL, 0.038 mol) and water (2.0 mL, 0.11 mol). The reaction was thoroughly degassed and purged with N2 for 5 minutes. Tetrakis(triphenylphosphine)palladium(0) (0.05344 g, 4.624E-5 mol) and Acetic acid 2-[4-(4,4,5,5-tetramethyl-[1,3,2]dioxaborolan-2-yl)-pyrazol-1-yl]-ethyl este... The reactants are CC1=CCC2CC1C2(C)C (α-pinene), C[N+]1(CCOCC1)[O-] (N-methylmorpholine-N-oxide), CC(=O)C (acetone), potassium osmate, N1=CC=CC=C1 (pyridine). Procedure details: reacting α-pinene with catalytic potassium osmate in a solution of pyridine, N-methylmorpholine-N-oxide and aqueous acetone to form cis-pinanediol; Product: [C@@]12(C(CC[C@H](C1(C)C)C2)(C)O)O (cis-pinanediol). RXN SMILES: [CH3:1][C:2]1[CH:7]2[C:8]([CH3:10])(C)[CH:5](C2)[CH2:4][CH:3]=1.N1C=CC=CC=1.C[N+]1([O-])[CH2:23][CH2:22][O:21]CC1.CC(C)=[O:27]>>[C@@:22]12([OH:21])[CH2:23][C@@H:3]([C:2]1([CH3:7])[CH3:1])[CH2:4][CH2:5][C:8]2([OH:27])[CH3:10]. The reactants are BrN1C(CCC1=O)=O (N-Bromosuccinimide), C(C1=CC=CC=C1)N1CC2CN(CC(C1)O2)CCC(=O)N (3-(7-Benzyl-9-oxa-3,7-diazabicyclo[3.3.1]non-3-yl)propionamide), O (water). Solvent: CC(C)([O-])C.[K+] (potassium tert-butoxide), C(C)(C)(C)O (tert-butanol), C(C)(C)(C)O (tert-butanol). Product: C(C)(C)(C)OC(NCCN1CC2CN(CC(C1)O2)CC2=CC=CC=C2)=O ([2-(7-Benzyl-9-oxa-3,7-diazabicyclo[3.3.1]non-3-yl)ethyl]carbamic acid tert-butyl ester). Isolated yield 100.0%. Reaction SMILES: Br[N:2]1[C:6](=[O:7])CCC1=O.[CH2:9]([N:16]1[CH2:23][CH:22]2[O:24][CH:18]([CH2:19][N:20]([CH2:25][CH2:26]C(N)=O)[CH2:21]2)[CH2:17]1)[C:10]1[CH:15]=[CH:14][CH:13]=[CH:12][CH:11]=1.[OH2:30]>CC(C)([O-])C.[K+].C(O)(C)(C)C>[C:10]([O:30][C:6](=[O:7])[NH:2][CH2:26][CH2:25][N:20]1[CH2:19][CH:18]2[O:24][CH:22]([CH2:23][N:16]([CH2:9][C:10]3[CH:11]=[CH:12][CH:13]=[CH:14][CH:15]=3)[CH2:17]2)[CH2:21]1)([CH3:15])([CH3:11])[CH3:9] |f:3.4|. Procedure details: N-Bromosuccinimide (6.0 g, 33 mmol) was added in portions over 1 minute to a solution of 3-(7-benzyl-9-oxa-3,7-diazabicyclo[3.3.1]non-3-yl)propionamide (see step (i) above; 5 g, 12 mmol) in potassium tert-butoxide in tert-butanol (1 M, 81 mL) and tert-butanol (20 mL). The mixture was then heated at 60–65° C. for 30 minutes. The reaction was allowed to come to room temperature and then water (100 mL) was added. The mixture was extracted with ethyl acetate (2×50 mL). The combined organic extracts ... The reactants are C(C)OC(CCCCCC[C@H]1[C@@H](CC[C@@H]1C=CC(CCCCC)=O)O)=O (9β-hydroxy-15-oxo-13-prostenoic acid ethyl ester), C1(=CC=C(C=C1)S(=O)(=O)O)C (p-toluenesulfonic acid), ice water, C(C)(=O)OC(C)=O (acetic anhydride), C(C)(=O)Cl (acetyl chloride), C(=O)(O)[O-].[Na+] (NaHCO3). Product: C(C)OC(CCCCCC[C@H]1[C@@H](CCC1=CC=C(CCCCC)OC(C)=O)OC(C)=O)=O (9β,15-diacetoxy-12,14-prostadienoic acid ethyl ester). RXN SMILES: [CH2:1]([O:3][C:4](=[O:26])[CH2:5][CH2:6][CH2:7][CH2:8][CH2:9][CH2:10][C@@H:11]1[C@@H:15]([CH:16]=[CH:17][C:18](=[O:24])[CH2:19][CH2:20][CH2:21][CH2:22][CH3:23])[CH2:14][CH2:13][C@H:12]1[OH:25])[CH3:2].[C:27](OC(=O)C)(=[O:29])[CH3:28].[C:34](Cl)(=[O:36])[CH3:35].C1(C)C=CC(S(O)(=O)=O)=CC=1.C([O-])(O)=O.[Na+]>>[CH2:1]([O:3][C:4](=[O:26])[CH2:5][CH2:6][CH2:7][CH2:8][CH2:9][CH2:10][C@@H:11]1[C:15](=[CH:16][CH:17]=[C:18]([O:24][C:27](=[O:29])[CH3:28])[CH2:19][CH2:20][CH2:21][CH2:22][CH3:23])[CH2:14][CH2:13][C@H:12]1[O:25][C:34](=[O:36])[CH3:35])[CH3:2] |f:4.5|. Reported procedure: A mixture of 0.5 g. 9β-hydroxy-15-oxo-13-prostenoic acid ethyl ester, 5 ml. acetic anhydride, 2 ml. acetyl chloride and 0.52 g. p-toluenesulfonic acid is heated for 3 hours, with the exclusion of moisture, at 100°; poured, after cooling, into 100 ml. ice water containing 15 g. NaHCO3 ; and extracted twice with 50 ml. amounts of diethyl ether. The organic extract is washed until neutral with water, and dried over Na2SO4. After removal of the solvent and chromatographic purification (silica gel/pe... The reactants are O=C1N(C(C2N1CSC2)=O)C2=CC=C(C1=CC=CC=C21)C#N (4-(5,7-Dioxo-dihydro-imidazo[1,5-c]thiazol-6-yl)-naphthalene-1-carbonitrile), ClC=1C=C(C(=O)OO)C=CC1 (3chloroperoxybenzoic acid). Run in C(Cl)Cl (CH2Cl2). Conditions: time 2 hour. The product is O=S1CN2C(C1)C(N(C2=O)C2=CC=C(C1=CC=CC=C21)C#N)=O (4-(2,5,7-Trioxo-dihydro-imidazo[1,5-c]thiazol-6-yl)-naphthalene-1-carbonitrile). Yield: 9.2%. As a reaction SMILES: [O:1]=[C:2]1[N:6]2[CH2:7][S:8][CH2:9][CH:5]2[C:4](=[O:10])[N:3]1[C:11]1[C:20]2[C:15](=[CH:16][CH:17]=[CH:18][CH:19]=2)[C:14]([C:21]#[N:22])=[CH:13][CH:12]=1.ClC1C=C(C=CC=1)C(OO)=[O:28]>C(Cl)Cl>[O:28]=[S:8]1[CH2:9][CH:5]2[C:4](=[O:10])[N:3]([C:11]3[C:20]4[C:15](=[CH:16][CH:17]=[CH:18][CH:19]=4)[C:14]([C:21]#[N:22])=[CH:13][CH:12]=3)[C:2](=[O:1])[N:6]2[CH2:7]1. Procedure details: To a solution of 17B (62 mg, 0.2 mmol) in CH2Cl2 (1.5 mL) was added 3chloroperoxybenzoic acid (46 mg, 0.2 mmol). The reaction was stirred at RT for 2 h, then quenched with 5% aqueous Na2S2O3 and extracted with CH2Cl2 (2×) and EtOAc (2×). The combined organic extracts were washed with saturated aqueous NaHCO3, brine, dried over Na2SO4 and filtered. The filtrate was concentrated under reduced pressure to give a crude product, which was chromatographed (silica gel) eluting with EtOAc/hexane (2:3) t...